From a dataset of the Open Reaction Database (ORD), a public repository of structured organic reaction records. describe an organic reaction: reactants, conditions, products, and yield Reactants: [H-].[Na+] (sodium hydride), NC1=C(C=C(C(=O)C2=CC=C(C=C2)Cl)C=C1Cl)Cl (4-amino-3,4',5-trichlorobenzophenone), O (water), C(C)OP(=O)(OCC)CC(=O)N1CCOCC1 (diethylphosphonoacetic acid morpholide). Solvent: O1CCCC1 (tetrahydrofuran), O1CCCC1 (tetrahydrofuran), O1CCCC1 (tetrahydrofuran). Reaction conditions: time 10 minute. The product is NC1=C(C=C(C(=CC(=O)N2CCOCC2)C2=CC=C(C=C2)Cl)C=C1Cl)Cl (4-Amino-β-(4'-chlorophenyl)-3,5-dichloro-cinnamic acid morpholide). As a reaction SMILES: C(OP([CH2:9][C:10]([N:12]1[CH2:17][CH2:16][O:15][CH2:14][CH2:13]1)=[O:11])(OCC)=O)C.[H-].[Na+].[NH2:20][C:21]1[C:35]([Cl:36])=[CH:34][C:24]([C:25]([C:27]2[CH:32]=[CH:31][C:30]([Cl:33])=[CH:29][CH:28]=2)=O)=[CH:23][C:22]=1[Cl:37].O>O1CCCC1>[NH2:20][C:21]1[C:22]([Cl:37])=[CH:23][C:24]([C:25]([C:27]2[CH:28]=[CH:29][C:30]([Cl:33])=[CH:31][CH:32]=2)=[CH:9][C:10]([N:12]2[CH2:13][CH2:14][O:15][CH2:16][CH2:17]2)=[O:11])=[CH:34][C:35]=1[Cl:36] |f:1.2|. Procedure details: A solution of 5.3 g (0.02 mol) of diethylphosphonoacetic acid morpholide in 100 ml of dry tetrahydrofuran was slowly added dropwise, while stirring, to a suspension of 1 g of sodium hydride (0.02 mol, 50% in oil) in 50 ml of dry tetrahydrofuran. Slight heating and strong foaming occurred. After all had been added, the mixture was stirred for 10 minutes more. A solution of 3 g (0.01 mol) of 4-amino-3,4',5-trichlorobenzophenone in 20 ml of dry tetrahydrofuran was added dropwise to the resulting cl...